describe an organic reaction: reactants, conditions, products, and yield From a dataset of the Open Reaction Database (ORD), a public repository of structured organic reaction records. The reactants are Oc1ncnc2[nH]c(-c3ccc(N4CCCC4)cc3)cc12, O=P(Cl)(Cl)Cl. Yields the product Clc1ncnc2[nH]c(-c3ccc(N4CCCC4)cc3)cc12. Reaction SMILES: [N:1]1([c:6]2[cH:7][cH:8][c:9](-[c:12]3[cH:13][c:14]4[c:15]([n:16][cH:17][n:18][c:19]4[OH:20])[nH:21]3)[cH:10][cH:11]2)[CH2:2][CH2:3][CH2:4][CH2:5]1.[P:22]([Cl:23])([Cl:24])([Cl:25])=[O:26]>>[N:1]1([c:6]2[cH:7][cH:8][c:9](-[c:12]3[cH:13][c:14]4[c:15]([n:16][cH:17][n:18][c:19]4[Cl:24])[nH:21]3)[cH:10][cH:11]2)[CH2:2][CH2:3][CH2:4][CH2:5]1. Reactants: c1ccc2c(c1)CNC2, C1COCCO1, Cc1cc(Cl)ccc1N=C=O. The product is Cc1cc(Cl)ccc1NC(=O)N1Cc2ccccc2C1. As a reaction SMILES: [CH2:1]1[NH:2][CH2:3][c:4]2[cH:5][cH:6][cH:7][cH:8][c:9]21.[CH2:21]1[O:22][CH2:23][CH2:24][O:25][CH2:26]1.[Cl:10][c:11]1[cH:12][c:13]([CH3:20])[c:14]([N:17]=[C:18]=[O:19])[cH:15][cH:16]1>>[CH2:1]1[N:2]([C:18]([NH:17][c:14]2[c:13]([CH3:20])[cH:12][c:11]([Cl:10])[cH:16][cH:15]2)=[O:19])[CH2:3][c:4]2[cH:5][cH:6][cH:7][cH:8][c:9]21. Reactants: pyridinium bromide perbromide, ClC=1C=C(C(=O)NC=2C=NC(=CC2)OC2=C3CCC(C3=CC=C2)O)C=CC1Cl (3,4-dichloro-N1-{6-[(1-hydroxy-2,3-dihydro-1H-inden-4-yl)oxy]-3-pyridinyl}benzamide), O (water). Solvent: C(C)(=O)O (acetic acid). Conditions: temperature 80 celsius, time 4 hour. Product: ClC=1C=C(C(=O)NC=2C=NC(=CC2)OC=2C=CC=C3C=CCC23)C=CC1Cl (3,4-dichloro-N1-{6-[(1H-inden-7-yl)oxy]-3-pyridinyl}benzamide). Isolated yield 30.0%. As a reaction SMILES: [Cl:1][C:2]1[CH:3]=[C:4]([CH:25]=[CH:26][C:27]=1[Cl:28])[C:5]([NH:7][C:8]1[CH:9]=[N:10][C:11]([O:14][C:15]2[CH:23]=[CH:22][CH:21]=[C:20]3[C:16]=2[CH2:17][CH2:18][CH:19]3O)=[CH:12][CH:13]=1)=[O:6].C1C=C[NH+]=CC=1.Br[Br-]Br.O>C(O)(=O)C>[Cl:1][C:2]1[CH:3]=[C:4]([CH:25]=[CH:26][C:27]=1[Cl:28])[C:5]([NH:7][C:8]1[CH:9]=[N:10][C:11]([O:14][C:15]2[CH:23]=[CH:22][CH:21]=[C:20]3[C:16]=2[CH2:17][CH:18]=[CH:19]3)=[CH:12][CH:13]=1)=[O:6] |f:1.2|. Reported procedure: 1.50 g of 3,4-dichloro-N1-[6-(1-hydroxy-2,3-dihydro-1H-inden-4-yloxy)-3-pyridinyl]benzamide obtained in Example 34 was dissolved in 15 ml of acetic acid, and 1.16 g of pyridinium bromide perbromide was added to the resulting reaction solution and the mixture was stirred at 80° C. After 4 hours, the reaction solution was poured into iced water and extracted with ethyl acetate. The organic layer was washed with a saturated sodium chloride solution, dried over magnesium sulfate and then concentrate... Starting materials: CCOP(=O)(Cl)OCC, ClCCl, ClCCCl, BrCBr, Cc1ccccc1, ClC(Cl)Cl, [K], [NH4+], [Na], N#C[S-], Cc1ccccc1C, c1ccccc1. The product is CCOP(=O)(N=C=S)OCC. RXN SMILES: [CH2:10]([CH3:11])[O:12][P:13](=[O:14])([O:15][CH2:16][CH3:17])[Cl:18].[CH2:19]([Cl:20])[Cl:21].[CH2:26]([Cl:27])[CH2:28][Cl:29].[CH2:7]([Br:8])[Br:9].[CH3:38][c:39]1[cH:40][cH:41][cH:42][cH:43][cH:44]1.[CH:22]([Cl:23])([Cl:24])[Cl:25].[K:2].[NH4+:6].[Na:1].[S-:3][C:4]#[N:5].[c:30]1([CH3:31])[c:32]([CH3:33])[cH:34][cH:35][cH:36][cH:37]1.[cH:45]1[cH:46][cH:47][cH:48][cH:49][cH:50]1>>[S:3]=[C:4]=[N:5][P:13]([O:12][CH2:10][CH3:11])(=[O:14])[O:15][CH2:16][CH3:17]. The reactants are NC1=C(C=CC=C1)C1=CC=C(C=C1)CN1C([C@@H](CCC2=C1C=CC=C2)NC(CC(C)(C)NC(=O)OC(C)(C)C)=O)=O (N-[1-[[(2'-amino)[1,1'-biphenyl]-4-yl]methyl]-2,3,4,5-tetrahydro-2-oxo-1H-1-benzazepin-3(R)-yl]-3-t-butoxycarbonylamino-3-methylbutanamide), C(C)(C)N=C=O (isopropyl isocyanate). Product: CC(C)NC(=O)NC1=C(C=CC=C1)C1=CC=C(C=C1)CN1C([C@@H](CCC2=C1C=CC=C2)NC(CC(C)(C)NC(=O)OC(C)(C)C)=O)=O (N-[1-[[2'-[(2-Propylaminocarbonyl)amino][1,1'-biphenyl]-4-yl]methyl]-2,3,4,5-tetrahydro-2-oxo-1H-1-benzazepin-3(R)-yl]-3-t-butoxycarbonylamino-3-methylbutanamide). As a reaction SMILES: [NH2:1][C:2]1[CH:7]=[CH:6][CH:5]=[CH:4][C:3]=1[C:8]1[CH:13]=[CH:12][C:11]([CH2:14][N:15]2[C:21]3[CH:22]=[CH:23][CH:24]=[CH:25][C:20]=3[CH2:19][CH2:18][C@@H:17]([NH:26][C:27](=[O:40])[CH2:28][C:29]([NH:32][C:33]([O:35][C:36]([CH3:39])([CH3:38])[CH3:37])=[O:34])([CH3:31])[CH3:30])[C:16]2=[O:41])=[CH:10][CH:9]=1.[CH:42]([N:45]=[C:46]=[O:47])([CH3:44])[CH3:43]>>[CH3:43][CH:42]([NH:45][C:46]([NH:1][C:2]1[CH:7]=[CH:6][CH:5]=[CH:4][C:3]=1[C:8]1[CH:9]=[CH:10][C:11]([CH2:14][N:15]2[C:21]3[CH:22]=[CH:23][CH:24]=[CH:25][C:20]=3[CH2:19][CH2:18][C@@H:17]([NH:26][C:27](=[O:40])[CH2:28][C:29]([NH:32][C:33]([O:35][C:36]([CH3:39])([CH3:38])[CH3:37])=[O:34])([CH3:31])[CH3:30])[C:16]2=[O:41])=[CH:12][CH:13]=1)=[O:47])[CH3:44]. Reported procedure: Prepared from N-[1-[[(2'-amino)[1,1'-biphenyl]-4-yl]methyl]-2,3,4,5-tetrahydro-2-oxo-1H-1-benzazepin-3(R)-yl]-3-t-butoxycarbonylamino-3-methylbutanamide (Example 2, Step B) and isopropyl isocyanate by the procedure described in Example 2, Step C. 1H NMR (400 MHz, CDCl3): δ 1.06 (d, 3H) 1.07 (d, 3H), 1.32 (s, 3H), 1.39 (s, 9H), 1.88 (m, 1H), 2.48 (dd, 1H), 2.50 (m, 1H), 2.62 (m, 2H), 3.80 (m, 1H), 4.52 (m, 1H), 4.98 (d, 1H), 5.10 (d, 1H), 5.28 (br s, 1H), 6.08 (br s, 1H), 6.68 (br s, 1H), 7.22 (m... Starting materials: Cc1ccc([Mg]Br)cc1 (effective_coupling_partner), COCOc1cccc(OC)c1 (substrate). Reagents/catalysts: PCy3. Reaction conditions: temperature 80 celsius, time 15 hour. Product: Cc3ccc(c2cccc(c1ccc(C)cc1)c2)cc3. Procedure: A solution of crude 3-chloro-1-(4-chlorophenyl)-1-(3-pyridyl)-1-propene (40 mmol) was added to dimethylamine (18.0 g, 400 mmol) in 25 ml methylene chloride at 10° C. After stirring at room temperature for 1.5 h 25 ml water were added, the phases separated and the solvent removed from the organic phase. The residue was taken up in ether and extracted with dilute hydrochloric acid to pH 4.5. The aqueous phase was made alkaline, extracted with ether and the solvent removed. The residual oil (6.8 g)... The product is C(C(=O)O)(=O)O.ClC1=CC=C(C=C1)/C(=C/CN(C)C)/C=1C=NC=CC1 ((Z)-3-(4-chlorophenyl)-N,N-dimethyl-3-(3-pyridyl)allylamine oxalate). Starting materials: C(C(=O)O)(=O)O (oxalic acid), ClCC=C(C=1C=NC=CC1)C1=CC=C(C=C1)Cl (3-chloro-1-(4-chlorophenyl)-1-(3-pyridyl)-1-propene), CNC (dimethylamine), O (water). Yield: 35.0%. As a reaction SMILES: Cl[CH2:2][CH:3]=[C:4]([C:11]1[CH:16]=[CH:15][C:14]([Cl:17])=[CH:13][CH:12]=1)[C:5]1[CH:6]=[N:7][CH:8]=[CH:9][CH:10]=1.[CH3:18][NH:19][CH3:20].O.[C:22]([OH:27])(=[O:26])[C:23]([OH:25])=[O:24]>C(Cl)Cl.CC(C)=O>[C:22]([OH:27])(=[O:26])[C:23]([OH:25])=[O:24].[Cl:17][C:14]1[CH:15]=[CH:16][C:11](/[C:4](/[C:5]2[CH:6]=[N:7][CH:8]=[CH:9][CH:10]=2)=[CH:3]/[CH2:2][N:19]([CH3:20])[CH3:18])=[CH:12][CH:13]=1 |f:6.7|. The solvent is CC(=O)C (acetone), C(Cl)Cl (methylene chloride). Starting materials: BrC=1N(C2=NC(=NC(=C2N1)N)N[C@@H](CCC)C)C1OCCCC1 (8-Bromo-N2-[(1R)-1-methylbutyl]-9-(tetrahydro-2H-pyran-2-yl)-9H-purine-2,6-diamine), C[C@@H](CCC)NC1=NC(=C2N=CN(C2=N1)C1OCCCC1)N (N2-[(1S)-1-methylbutyl]-9-(tetrahydro-2H-pyran-2-yl)-9H-purine-2,6-diamine). Product: BrC=1N(C2=NC(=NC(=C2N1)N)N[C@H](CCC)C)C1OCCCC1 (8-Bromo-N2-[(1S)-1-methylbutyl]-9-(tetrahydro-2H-pyran-2-yl)-9H-purine-2,6-diamine). As a reaction SMILES: [Br:1][C:2]1[N:3]([CH:18]2[CH2:23][CH2:22][CH2:21][CH2:20][O:19]2)[C:4]2[C:9]([N:10]=1)=[C:8]([NH2:11])[N:7]=[C:6]([NH:12][C@H:13]([CH3:17])[CH2:14][CH2:15][CH3:16])[N:5]=2.C[C@H](NC1N=C2C(N=CN2C2CCCCO2)=C(N)N=1)CCC>>[Br:1][C:2]1[N:3]([CH:18]2[CH2:23][CH2:22][CH2:21][CH2:20][O:19]2)[C:4]2[C:9]([N:10]=1)=[C:8]([NH2:11])[N:7]=[C:6]([NH:12][C@@H:13]([CH3:17])[CH2:14][CH2:15][CH3:16])[N:5]=2. Reported procedure: Prepared similarly to Intermediate 71 from N2-[(1S)-1-methylbutyl]-9-(tetrahydro-2H-pyran-2-yl)-9H-purine-2,6-diamine. Reactants: [O-]S(=O)(=O)[O-].[Mg+2] (MgSO4), C(C)(=O)OCC (ethyl acetate), C(C)OC(=O)C1(CC=2NC=CC2S1)C=O (2-Formyl-4H-thieno[3,2-b]pyrrole-carboxylic acid ethyl ester). Product: C(=O)C1=CC=2NC(=CC2S1)C(=O)O (2-Formyl-4H-thieno[3,2-b]pyrrole-5-carboxylic Acid). As a reaction SMILES: C(OC([C:6]1([CH:14]=[O:15])[S:13][C:12]2[CH:11]=[CH:10][NH:9][C:8]=2[CH2:7]1)=O)C.[O-]S([O-])(=O)=O.[Mg+2].[C:22]([O:25]CC)(=[O:24])C>>[CH:14]([C:6]1[S:13][C:12]2[CH:11]=[C:10]([C:22]([OH:25])=[O:24])[NH:9][C:8]=2[CH:7]=1)=[O:15] |f:1.2|. Procedure: 2-Formyl-4H-thieno[3,2-b]pyrrole-carboxylic acid ethyl ester (see, for example, Gale, W. W. et al., J. Org. Chem., 29: 2160-2165 (1964)) was hydrolyzed according to Procedure F (50° C. overnight; acidified aqueous phase extracted with ethyl acetate; combined organic phases dried over MgSO4, concentrated).